Dataset: the Open Reaction Database (ORD), a public repository of structured organic reaction records. Task: describe an organic reaction: reactants, conditions, products, and yield Reactants: ClC=1C=CC=C2C(=C(N=NC12)C1=CC=CC=C1)C=1C=C(C=CC1)O (3-(8-chloro-3-phenyl-cinnolin-4-yl)-phenol), FC(C=1C=C(CBr)C=CC1)(F)F (3-trifluoromethylbenzyl bromide). Yields the product C(C1=CC=CC=C1)C=1N=NC2=C(C=CC=C2C1C1=CC(=CC=C1)OCC1=CC(=CC=C1)C(F)(F)F)Cl (3-Benzyl-8-chloro-4-(3-{[3-(trifluoromethyl)benzyl]oxy}phenyl)cinnoline). Reaction SMILES: [Cl:1][C:2]1[CH:3]=[CH:4][CH:5]=[C:6]2[C:11]=1[N:10]=[N:9][C:8](C1C=CC=CC=1)=[C:7]2[C:18]1[CH:19]=[C:20]([OH:24])[CH:21]=[CH:22][CH:23]=1.[F:25][C:26]([F:36])([F:35])[C:27]1[CH:28]=[C:29]([CH:32]=[CH:33][CH:34]=1)[CH2:30]Br>>[CH2:7]([C:8]1[N:9]=[N:10][C:11]2[C:6]([C:7]=1[C:18]1[CH:23]=[CH:22][CH:21]=[C:20]([O:24][CH2:30][C:29]3[CH:32]=[CH:33][CH:34]=[C:27]([C:26]([F:36])([F:35])[F:25])[CH:28]=3)[CH:19]=1)=[CH:5][CH:4]=[CH:3][C:2]=2[Cl:1])[C:6]1[CH:11]=[CH:2][CH:3]=[CH:4][CH:5]=1. Procedure: The title compound was prepared from 3-(8-chloro-3-phenyl-cinnolin-4-yl)-phenol and 3-trifluoromethylbenzyl bromide according the procedure of Example 14. MS (ES) m/z 504.8. The reactants are crude product, [OH-].C(CCC)[N+](CCCC)(CCCC)CCCC (Tetra-n-butylammonium hydroxide), C[Si](C)(C)C#CC=1C=C(C=CC1)C1=NC=CC=C1 (2-(3-(Trimethylsilylethynyl)phenyl)pyridine), ClCCl (Dichloromethane), O (water). Run in dichloromethane light petroleum, O1CCCC1 (tetrahydrofuran). Reaction conditions: time 1 hour. The product is C(#C)C=1C=C(C=CC1)C1=NC=CC=C1 (2-(3-Ethynylphenyl)pyridine). Isolated yield 98.8%. Reaction SMILES: [OH-].C([N+](CCCC)(CCCC)CCCC)CCC.C[Si]([C:23]#[C:24][C:25]1[CH:26]=[C:27]([C:31]2[CH:36]=[CH:35][CH:34]=[CH:33][N:32]=2)[CH:28]=[CH:29][CH:30]=1)(C)C.ClCCl.O>O1CCCC1>[C:24]([C:25]1[CH:26]=[C:27]([C:31]2[CH:36]=[CH:35][CH:34]=[CH:33][N:32]=2)[CH:28]=[CH:29][CH:30]=1)#[CH:23] |f:0.1|. Procedure details: Tetra-n-butylammonium hydroxide (22 cm3, 1 M in methanol) was added to a solution of (16) (1.87 g, 7.4 mmol) in tetrahydrofuran (20 cm3), and the solution was stirred at room temperature for 1 hour. Dichloromethane (20 cm3) and water (50 cm3) were added, and the layers were separated. The aqueous layer was extracted with dichloromethane (3×10 cm3). The combined organic extracts were washed with brine (50 cm3) and dried over magnesium sulfate, and the solvent was removed to leave an orange oil. T... The reactants are O=C([O-])[O-], Cc1c[nH]c(C)n1, Cl, [K+], [K+], O=C=O, O. Yields the product Cc1nc(C(=O)O)c(C)[nH]1. Reaction SMILES: [C:8]([O-:9])([O-:10])=[O:11].[CH3:1][c:2]1[nH:3][cH:4][c:5]([CH3:7])[n:6]1.[ClH:17].[K+:12].[K+:13].[O:14]=[C:15]=[O:16].[OH2:18]>>[CH3:1][c:2]1[n:3][c:4]([C:8](=[O:9])[OH:10])[c:5]([CH3:7])[nH:6]1. Starting materials: cuprous iodide, C(#C)C=1C=C2CCC(NC2=CC1)=O (6-ethynyl-3,4-dihydrocarbostyril), BrC=1C=NC=CC1 (3-bromopyridine). The reagents and catalysts are C1=CC=C(C=C1)P(C2=CC=CC=C2)C3=CC=CC=C3.C1=CC=C(C=C1)P(C2=CC=CC=C2)C3=CC=CC=C3.Cl[Pd]Cl (bis (triphenylphosphine)palladium(II)dichloride). The product is N1=CC(=CC=C1)C#CC=1C=C2CCC(NC2=CC1)=O (6-[2-(3-pyridyl)ethynyl]-3,4-dihydrocarbostyril). Reaction SMILES: [C:1]([C:3]1[CH:4]=[C:5]2[C:10](=[CH:11][CH:12]=1)[NH:9][C:8](=[O:13])[CH2:7][CH2:6]2)#[CH:2].Br[C:15]1[CH:16]=[N:17][CH:18]=[CH:19][CH:20]=1>C1C=CC(P(C2C=CC=CC=2)C2C=CC=CC=2)=CC=1.C1C=CC(P(C2C=CC=CC=2)C2C=CC=CC=2)=CC=1.Cl[Pd]Cl>[N:17]1[CH:18]=[CH:19][CH:20]=[C:15]([C:2]#[C:1][C:3]2[CH:4]=[C:5]3[C:10](=[CH:11][CH:12]=2)[NH:9][C:8](=[O:13])[CH2:7][CH2:6]3)[CH:16]=1 |f:2.3.4|. Reported procedure: A mixture of 11.6 mg of cuprous iodide, 86 mg of bis (triphenylphosphine)palladium(II)dichloride, 1.0 g of 6-ethynyl-3,4-dihydrocarbostyril and 3-bromopyridine were reacted as shown in Example 9, and the product isolated in a similar fashion, giving 6-[2-(3-pyridyl)ethynyl]-3,4-dihydrocarbostyril, m.p. 195°-197° C.